This data is from the Open Reaction Database (ORD), a public repository of structured organic reaction records. The task is: describe an organic reaction: reactants, conditions, products, and yield Reactants: [C-]#N, COc1ccc2c(CBr)nn(OC(=O)OC(C)(C)C)c2c1, CCO, [K+], O. Yields the product COc1ccc2c(CC#N)nn(OC(=O)OC(C)(C)C)c2c1. RXN SMILES: [C-:1]#[N:2].[C:4]([CH3:5])([CH3:6])([CH3:7])[O:8][C:9](=[O:10])[O:11][n:12]1[n:13][c:14]([CH2:23][Br:24])[c:15]2[cH:16][cH:17][c:18]([O:21][CH3:22])[cH:19][c:20]12.[CH3:26][CH2:27][OH:28].[K+:3].[OH2:25]>>[C:1](#[N:2])[CH2:23][c:14]1[n:13][n:12]([O:11][C:9]([O:8][C:4]([CH3:5])([CH3:6])[CH3:7])=[O:10])[c:20]2[c:15]1[cH:16][cH:17][c:18]([O:21][CH3:22])[cH:19]2.